describe an organic reaction: reactants, conditions, products, and yield From a dataset of the Open Reaction Database (ORD), a public repository of structured organic reaction records. Reactants: CC1(C2=C(OCCC1)C(=CC=C2)N)C (5,5-dimethyl-2,3,4,5-tetrahydro-benzo[b]oxepin-9-ylamine), ClC1=NC=C(C(=N1)NC1=C(C=C(C=C1)N1CCN(CC1)C)OC)Cl ((2,5-dichloro-pyrimidin-4-yl)-[2-methoxy-4-(4-methyl-piperazin-1-yl)-phenyl]-amine). The product is ClC=1C(=NC(=NC1)NC1=CC=CC2=C1OCCCC2(C)C)NC2=C(C=C(C=C2)N2CCN(CC2)C)OC (5-Chloro-N*2*-(5,5-dimethyl-2,3,4,5-tetrahydro-benzo[b]oxepin-9-yl)-N*4*-[2-methoxy-4-(4-methyl-piperazin-1-yl)-phenyl]-pyrimidine-2,4-diamine), solid. The yield is 10.0%. RXN SMILES: [CH3:1][C:2]1([CH3:14])[CH2:8][CH2:7][CH2:6][O:5][C:4]2[C:9]([NH2:13])=[CH:10][CH:11]=[CH:12][C:3]1=2.Cl[C:16]1[N:21]=[C:20]([NH:22][C:23]2[CH:28]=[CH:27][C:26]([N:29]3[CH2:34][CH2:33][N:32]([CH3:35])[CH2:31][CH2:30]3)=[CH:25][C:24]=2[O:36][CH3:37])[C:19]([Cl:38])=[CH:18][N:17]=1>>[Cl:38][C:19]1[C:20]([NH:22][C:23]2[CH:28]=[CH:27][C:26]([N:29]3[CH2:34][CH2:33][N:32]([CH3:35])[CH2:31][CH2:30]3)=[CH:25][C:24]=2[O:36][CH3:37])=[N:21][C:16]([NH:13][C:9]2[C:4]3[O:5][CH2:6][CH2:7][CH2:8][C:2]([CH3:14])([CH3:1])[C:3]=3[CH:12]=[CH:11][CH:10]=2)=[N:17][CH:18]=1. Procedure details: The title compound was prepared from 5,5-dimethyl-2,3,4,5-tetrahydro-benzo[b]oxepin-9-ylamine and (2,5-dichloro-pyrimidin-4-yl)-[2-methoxy-4-(4-methyl-piperazin-1-yl)-phenyl]-amine in the analogous manner to Example 179. Product was isolated as a tan solid (12 mg, 10%). LCMS (m/e) 523 (M+H); 1H NMR δ 8.28 (d, 1H, J=7.8 Hz), 8.21 (d, 1H, J=9.1 Hz), 8.03 (s, 1H), 7.74 (s, 1H), 7.48 (s, 1H), 6.89-6.97 (m, 2H), 6.58 (s, 2H), 4.01 (m, 2H), 3.90 (s, 3H), 3.22 (m, 4H), 2.61 (m, 4H), 2.38 (s, 3H), 2.07 ... Reactants: I.ClC1=C(C=NNC(SC)=N)C(=CC=C1)Cl (methyl 3-(2,6-dichlorobenzylidene)thiocarbazimidate hydriodide), NCC=1C=NC=CC1 (3-(aminomethyl)pyridine), Cl (hydrogen chloride). Solvent: C(C)O (ethanol), C(C)O (ethanol). Yields the product Cl.Cl.ClC1=C(C=NNC(=N)NCC=2C=NC=CC2)C(=CC=C1)Cl (1-(2,6-Dichlorobenzylideneamino)-3-(3-pyridylmethyl)guanidine dihydrochloride). Reaction SMILES: I.[Cl:2][C:3]1[CH:15]=[CH:14][CH:13]=[C:12]([Cl:16])[C:4]=1[CH:5]=[N:6][NH:7][C:8](=[NH:11])SC.[NH2:17][CH2:18][C:19]1[CH:20]=[N:21][CH:22]=[CH:23][CH:24]=1.[ClH:25]>C(O)C>[ClH:2].[ClH:25].[Cl:2][C:3]1[CH:15]=[CH:14][CH:13]=[C:12]([Cl:16])[C:4]=1[CH:5]=[N:6][NH:7][C:8]([NH:17][CH2:18][C:19]1[CH:20]=[N:21][CH:22]=[CH:23][CH:24]=1)=[NH:11] |f:0.1,5.6.7|. Procedure details: A solution of 5.85 g. of methyl 3-(2,6-dichlorobenzylidene)thiocarbazimidate hydriodide and 1.62 g. of 3-(aminomethyl)pyridine in 25 ml. of absolute ethanol is heated under reflux for 47 hours. To the resulting solution is added 3.00 ml. of 5N sodium hydroxide and evaporation under reduced pressure gives a light brown crystalline residue. The residue is dissolved in 100 ml. of dichloromethane:methanol (95:5) and chromatographed on a column (2.8 × 35 cm.) of silica gel; 200 ml. cuts are taken. Ev... Starting materials: COC([C@H](C)N(CC=O)C(=O)OCC1=CC=CC=C1)=O ((S)-2-[benzyloxycarbonyl-(2-oxo-ethyl)-amino]-propionic acid methyl ester), COC([C@H](C)N(CC=O)C(=O)OCC1=CC=CC=C1)=O ((S)-2-[benzyloxycarbonyl-(2-oxo-ethyl)-amino]-propionic acid methyl ester), N[C@@H](CCN1C[C@H](C2(CC2)CC1)O)CO ((S)-6-((S)-3-amino-4-hydroxy-butyl)-6-aza-spiro[2.5]octan-4-ol), [B-](OC(=O)C)(OC(=O)C)OC(=O)C.[Na+] (sodium triacetoxyborohyride), C(C)(=O)O (acetic acid). Run in ClCCl (dichloromethane), ClCCl (dichloromethane). Reaction conditions: temperature 40 celsius. Yields the product C(C1=CC=CC=C1)OC(=O)N1[C@H](C(N(CC1)[C@@H](CCN1C[C@H](C2(CC2)CC1)O)CO)=O)C ((S)-4-[(S)-3-((S)-4-Hydroxy-6-aza-spiro[2.5]oct-6-yl)-1-hydroxymethyl-propyl]-2-methyl-3-oxo-piperazine-1-carboxylic acid benzyl ester). Yield: 58.1%. As a reaction SMILES: CO[C:3](=[O:20])[C@@H:4]([N:6]([C:10]([O:12][CH2:13][C:14]1[CH:19]=[CH:18][CH:17]=[CH:16][CH:15]=1)=[O:11])[CH2:7][CH:8]=O)[CH3:5].[NH2:21][C@H:22]([CH2:34][OH:35])[CH2:23][CH2:24][N:25]1[CH2:32][CH2:31][C:28]2([CH2:30][CH2:29]2)[C@H:27]([OH:33])[CH2:26]1.[B-](OC(C)=O)(OC(C)=O)OC(C)=O.[Na+].C(O)(=O)C>ClCCl>[CH2:13]([O:12][C:10]([N:6]1[CH2:7][CH2:8][N:21]([C@H:22]([CH2:34][OH:35])[CH2:23][CH2:24][N:25]2[CH2:32][CH2:31][C:28]3([CH2:30][CH2:29]3)[C@H:27]([OH:33])[CH2:26]2)[C:3](=[O:20])[C@@H:4]1[CH3:5])=[O:11])[C:14]1[CH:15]=[CH:16][CH:17]=[CH:18][CH:19]=1 |f:2.3,^1:35|. Procedure details: A solution of (S)-2-[benzyloxycarbonyl-(2-oxo-ethyl)-amino]-propionic acid methyl ester (intermediate 27C, 2.35 g, 8.42 mmol) in dichloromethane (15 mL) was added at room temperature to a suspension of (S)-6-((S)-3-amino-4-hydroxy-butyl)-6-aza-spiro[2.5]octan-4-ol (1.81 g, 8.42 mmol), sodium triacetoxyborohyride (2.21 g, 1.01 mmol) and acetic acid (1.01 g, 16.8 mmol) in dichloromethane (15 mL). The reaction mixture was heated at 40° C. for 72 h, then partitioned between 1 M aq. sodium carbonate ... Reactants: FC(C(=O)OC(C(F)(F)F)=O)(F)F (Trifluoroacetic anhydride), OC1=CC(=C(C(=O)N)C=C1)OC (4-hydroxy-2-methoxybenzamide), N1=CC=CC=C1 (pyridine). Solvent: O1CCCC1 (tetrahydrofuran). Run at time 18 hour. The product is OC1=CC(=C(C#N)C=C1)OC (4-Hydroxy-2-methoxy benzonitrile). The yield is 60.0%. As a reaction SMILES: FC(F)(F)C(OC(=O)C(F)(F)F)=O.[OH:14][C:15]1[CH:23]=[CH:22][C:18]([C:19]([NH2:21])=O)=[C:17]([O:24][CH3:25])[CH:16]=1.N1C=CC=CC=1>O1CCCC1>[OH:14][C:15]1[CH:23]=[CH:22][C:18]([C:19]#[N:21])=[C:17]([O:24][CH3:25])[CH:16]=1. Reported procedure: Trifluoroacetic anhydride (1.3 ml, 9.36 mmol) was added to a solution of 4-hydroxy-2-methoxybenzamide {Liebigs Ann Chem (1982)1836-1869} (600 mg, 3.6 mmol) and pyridine (0.72 ml, 9.36 mmol), in tetrahydrofuran (10 ml), and the mixture was stirred at room temperature for 18 hours. The reaction mixture was then concentrated under reduced pressure and treated with 2M hydrochloric acid (100-ml). It was then extracted with ethyl acetate (2×100 ml). The organic layers were combined and washed with bri... Reactants: C1(=CC(=CC=C1)C)C (m-xylene), COS(=O)(=O)[O-].C(C)[N+](C)(CC)CC (triethylmethylammonium methyl sulfate), C(C)(=O)OC(C)=O (acetic anhydride). Run in C(C)(=O)O (acetic acid). Product: COC(C1=CC(=CC=C1)C)OC (3-Methylbenzaldehyde dimethyl acetal). Reaction SMILES: [C:1]1([CH3:8])[CH:6]=[CH:5][CH:4]=[C:3]([CH3:7])[CH:2]=1.[CH3:9][O:10]S([O-])(=O)=O.C([N+](CC)(CC)C)C.[C:23](OC(=O)C)(=[O:25])C>C(O)(=O)C>[CH3:23][O:25][CH:8]([O:10][CH3:9])[C:1]1[CH:6]=[CH:5][CH:4]=[C:3]([CH3:7])[CH:2]=1 |f:1.2|. Procedure details: Electrolyte: 900 g (8.49 mol) of m-xylene, 180 g of triethylmethylammonium methyl sulfate, 180 g of acetic anhydride and 4740 g of acetic acid Starting materials: [OH-].[Na+] (sodium hydroxide), CN1C(=NN=C1C1=C(C=CC=C1)C(F)(F)F)C(C)OC1=C(C#N)C=CC=N1 (2-(1-{4-methyl-5-[2-(trifluoromethyl)phenyl]-4H-1,2,4-triazol-3-yl}ethoxy)nicotinonitrile), O (water). Solvent: C(C)O (ethanol). Conditions: temperature 70 celsius, time 5 hour. Product: CN1C(=NN=C1C1=C(C=CC=C1)C(F)(F)F)C(C)OC1=C(C(=O)N)C=CC=N1 (2-(1-{4-methyl-5-[2-(trifluoromethyl)phenyl]-4H-1,2,4-triazol-3-yl}ethoxy)nicotinamide). RXN SMILES: [CH3:1][N:2]1[C:6]([C:7]2[CH:12]=[CH:11][CH:10]=[CH:9][C:8]=2[C:13]([F:16])([F:15])[F:14])=[N:5][N:4]=[C:3]1[CH:17]([O:19][C:20]1[N:27]=[CH:26][CH:25]=[CH:24][C:21]=1[C:22]#[N:23])[CH3:18].[OH-:28].[Na+].O>C(O)C>[CH3:1][N:2]1[C:6]([C:7]2[CH:12]=[CH:11][CH:10]=[CH:9][C:8]=2[C:13]([F:16])([F:15])[F:14])=[N:5][N:4]=[C:3]1[CH:17]([O:19][C:20]1[N:27]=[CH:26][CH:25]=[CH:24][C:21]=1[C:22]([NH2:23])=[O:28])[CH3:18] |f:1.2|. Procedure: 2-(1-{4-methyl-5-[2-(trifluoromethyl)phenyl]-4H-1,2,4-triazol-3-yl}ethoxy)nicotinonitrile (270 mg) was dissolved in ethanol (10 ml), a 1M aqueous sodium hydroxide solution (3.7 ml) was added thereto, followed by stirring at 70° C. for 5 hours. The reaction solution was cooled to room temperature, and water was added thereto, followed by extraction with chloroform. The organic layer was washed with saturated brine, dried over anhydrous magnesium sulfate and then concentrated under reduced pressur... As a reaction SMILES: [CH2:19]1[O:20][CH2:21][CH2:22][CH2:23]1.[CH3:1][c:2]1[c:3]([C:4](=[O:5])[NH2:6])[cH:7][cH:8][c:9]([O:11][C:12]([F:13])([F:14])[F:15])[cH:10]1.[ClH:16].[Na+:18].[OH-:17]>>[CH3:1][c:2]1[c:3]([CH2:4][NH2:6])[cH:7][cH:8][c:9]([O:11][C:12]([F:13])([F:14])[F:15])[cH:10]1. Yields the product Cc1cc(OC(F)(F)F)ccc1CN. Reactants: C1CCOC1, Cc1cc(OC(F)(F)F)ccc1C(N)=O, Cl, [Na+], [OH-]. The reactants are CSC=1SC(C(N1)=O)=CC=1C=C2C=NC=NC2=CC1 (2-methylsulfanyl-5-quinazolin-6-ylmethylene-thiazol-4-one), C(C)OC1=C(N)C=CC=C1 (2-ethoxyaniline), CCN(C(C)C)C(C)C (DIEA). The product is C(C)OC1=C(C=CC=C1)NC=1S\C(\C(N1)=O)=C/C=1C=C2C=NC=NC2=CC1 (2-(2-ethoxy-phenylamino)-5-[1-quinazolin-6-yl-meth-(Z)-ylidene]-thiazol-4-one). RXN SMILES: CS[C:3]1[S:4][C:5](=[CH:9][C:10]2[CH:11]=[C:12]3[C:17](=[CH:18][CH:19]=2)[N:16]=[CH:15][N:14]=[CH:13]3)[C:6](=[O:8])[N:7]=1.[CH2:20]([O:22][C:23]1[CH:29]=[CH:28][CH:27]=[CH:26][C:24]=1[NH2:25])[CH3:21].CCN(C(C)C)C(C)C>>[CH2:20]([O:22][C:23]1[CH:29]=[CH:28][CH:27]=[CH:26][C:24]=1[NH:25][C:3]1[S:4]/[C:5](=[CH:9]\[C:10]2[CH:11]=[C:12]3[C:17](=[CH:18][CH:19]=2)[N:16]=[CH:15][N:14]=[CH:13]3)/[C:6](=[O:8])[N:7]=1)[CH3:21]. Procedure: Similar procedure as described in example 1d was used, starting from 2-methylsulfanyl-5-quinazolin-6-ylmethylene-thiazol-4-one, 2-ethoxyaniline and DIEA to give 2-(2-ethoxy-phenylamino)-5-[1-quinazolin-6-yl-meth-(Z)-ylidene]-thiazol-4-one: LC-MS m/e observed. LC-MS m/e 377 (MH+). The reactants are CC(=O)Nc1nccc(CO)n1, ClCCl, O=S(Cl)Cl. Product: CC(=O)Nc1nccc(CCl)n1. RXN SMILES: [C:5]([CH3:6])(=[O:7])[NH:8][c:9]1[n:10][cH:11][cH:12][c:13]([CH2:15][OH:16])[n:14]1.[CH2:17]([Cl:18])[Cl:19].[S:1]([Cl:2])([Cl:3])=[O:4]>>[Cl:3][CH2:15][c:13]1[cH:12][cH:11][n:10][c:9]([NH:8][C:5]([CH3:6])=[O:7])[n:14]1. Starting materials: Cl.NC=1SC(=CN1)Cl (2-amino-5-chlorothiazole hydrochloride), ClS(=O)(=O)C1=CC(=C(C(=O)OC)C=C1)Cl (methyl 4-(chlorosulfonyl)-2-chlorobenzoate), Cl (HCl). Run in N1=CC=CC=C1 (pyridine). Conditions: time 1 hour. The product is ClC1=C(C(=O)OC)C=CC(=C1)S(=O)(=O)NC=1SC(=CN1)Cl (Methyl 2-chloro-4-{[(5-chloro-1,3-thiazol-2-yl)amino]sulfonyl}benzoate). The yield is 21.6%. As a reaction SMILES: Cl.[NH2:2][C:3]1[S:4][C:5]([Cl:8])=[CH:6][N:7]=1.Cl[S:10]([C:13]1[CH:22]=[CH:21][C:16]([C:17]([O:19][CH3:20])=[O:18])=[C:15]([Cl:23])[CH:14]=1)(=[O:12])=[O:11].Cl>N1C=CC=CC=1>[Cl:23][C:15]1[CH:14]=[C:13]([S:10]([NH:2][C:3]2[S:4][C:5]([Cl:8])=[CH:6][N:7]=2)(=[O:12])=[O:11])[CH:22]=[CH:21][C:16]=1[C:17]([O:19][CH3:20])=[O:18] |f:0.1|. Procedure details: To a solution of 2-amino-5-chlorothiazole hydrochloride (2.62 g, 15.3 mmol, 3 eq) in pyridine (10 ml) was added methyl 4-(chlorosulfonyl)-2-chlorobenzoate (2.28 g, 5.1 mmol, 1 eq) portionwise and the reaction mixture stirred at room temperature for 1 hour. The solution was added to 6M HCl (40 ml) and the resultant precipitate collected by filtration. The crude material was triturated with t-butylmethyl ether to yield the title compound (410 mg, 1.1 mmol, 22%).